Dataset: the Open Reaction Database (ORD), a public repository of structured organic reaction records. Task: describe an organic reaction: reactants, conditions, products, and yield The reactants are CC1=NN=C(S1)S (5-Methyl-1,3,4-thiadiazole-2-thiol), BrCC1(S[C@H]2N(C1C(=O)OCC(Cl)(Cl)Cl)C(C2NC(CC2=CC=CC=C2)=O)=O)C (2,2,2-trichloroethyl 2-bromomethyl-2-methyl-6-(2-phenylacetamido)penam-3-carboxylate). The solvent is P(=O)([O-])([O-])[O-] (phosphate), CC(=O)C (acetone). Reaction conditions: time 3 hour. Product: CC1=NN=C(S1)SCC1(S[C@H]2N(C1C(=O)OCC(Cl)(Cl)Cl)C(C2NC(CC2=CC=CC=C2)=O)=O)C (2,2,2-trichloroethyl 2-(5-methyl-1,3,4-thiadiazol-2-yl)thiomethyl-2-methyl-6-(2-phenylacetamido)-penam-3-carboxylate). Isolated yield 15.2%. Reaction SMILES: [CH3:1][C:2]1[S:6][C:5]([SH:7])=[N:4][N:3]=1.Br[CH2:9][C:10]1([CH3:36])[CH:14]([C:15]([O:17][CH2:18][C:19]([Cl:22])([Cl:21])[Cl:20])=[O:16])[N:13]2[C:23](=[O:35])[CH:24]([NH:25][C:26](=[O:34])[CH2:27][C:28]3[CH:33]=[CH:32][CH:31]=[CH:30][CH:29]=3)[C@H:12]2[S:11]1>P([O-])([O-])([O-])=O.CC(C)=O>[CH3:1][C:2]1[S:6][C:5]([S:7][CH2:9][C:10]2([CH3:36])[CH:14]([C:15]([O:17][CH2:18][C:19]([Cl:20])([Cl:21])[Cl:22])=[O:16])[N:13]3[C:23](=[O:35])[CH:24]([NH:25][C:26](=[O:34])[CH2:27][C:28]4[CH:33]=[CH:32][CH:31]=[CH:30][CH:29]=4)[C@H:12]3[S:11]2)=[N:4][N:3]=1. Procedure: 5-Methyl-1,3,4-thiadiazole-2-thiol (0.16 g) was dissolved in a mixture of pH 6.5 phosphate buffer (5 ml) and acetone (10 ml). To this solution was added 2,2,2-trichloroethyl 2-bromomethyl-2-methyl-6-(2-phenylacetamido)penam-3-carboxylate (0.54 g) and the mixture was stirred for 3 hours at room temperature. The reaction mixture was concentrated under reduced pressure and acetone was distilled off and thereafter the residue was extracted with ethyl acetate. The ethyl acetate layer was washed with ... Starting materials: FC=1C(=NC2=CC=CC(=C2N1)C1=CC=2C(NCCC2N1)=O)C (2-(3-fluoro-2-methylquinoxalin-5-yl)-6,7-dihydro-1H-pyrrolo[3,2-c]pyridin-4(5H)-one), C(C)N (ethanamine), O (water). Solvent: CS(=O)C (DMSO). Run at temperature 80 celsius, time 2 hour. The product is C(C)NC=1C(=NC2=CC=CC(=C2N1)C1=CC=2C(NCCC2N1)=O)C (2-(3-(ethylamino)-2-methyl-5-quinoxalinyl)-1,5,6,7-tetrahydro-4H-pyrrolo[3,2-c]pyridin-4-one). RXN SMILES: F[C:2]1[C:3]([CH3:22])=[N:4][C:5]2[C:10]([N:11]=1)=[C:9]([C:12]1[NH:20][C:19]3[CH2:18][CH2:17][NH:16][C:15](=[O:21])[C:14]=3[CH:13]=1)[CH:8]=[CH:7][CH:6]=2.[CH2:23]([NH2:25])[CH3:24].O>CS(C)=O>[CH2:23]([NH:25][C:2]1[C:3]([CH3:22])=[N:4][C:5]2[C:10]([N:11]=1)=[C:9]([C:12]1[NH:20][C:19]3[CH2:18][CH2:17][NH:16][C:15](=[O:21])[C:14]=3[CH:13]=1)[CH:8]=[CH:7][CH:6]=2)[CH3:24]. Reported procedure: Prepared according to Example 127, using 2-(3-fluoro-2-methylquinoxalin-5-yl)-6,7-dihydro-1H-pyrrolo[3,2-c]pyridin-4(5H)-one (Example 126; 40 mg, 0.135 mmol), 70% v/v ethanamine in water (26.1 mg, 0.405 mmol, Sigma Aldrich), and DMSO (1.4 mL) and stirring at 80° C. for 2 h. Purification by high throughput parallel purification (Rilas Technologies, Woburn, Mass.) provided 2-(3-(ethylamino)-2-methyl-5-quinoxalinyl)-1,5,6,7-tetrahydro-4H-pyrrolo[3,2-c]pyridin-4-one. 1H NMR (DMSO-d6) δ: 12.23 (br. s... Starting materials: COC(=O)C=1NC2=C(C=C(C=C2C1)CS(=O)(=O)C)[N+](=O)[O-] ((5-Methanesulfonylmethyl-7-nitro-1H-indol-2-yl)-carboxylic acid methylester), Cl.COC(C[C@H](CSCC1=CC=C(C=C1)OC)N)=O ((R)-3-amino-4-(4-methoxy-benzylsulfanyl)-butyric acid methyl ester hydrochloride). The product is COC(C[C@H]1N=C(SC1)C=1NC2=C(C=C(C=C2C1)CS(=O)(=O)C)[N+](=O)[O-])=O ((R)-2-[5-methanesulfonylmethyl-7-nitro-1H-indol-2-yl]-4,5-dihydro-thiazol-4-yl-acetic acid methyl ester). RXN SMILES: CO[C:3]([C:5]1[NH:6][C:7]2[C:12]([CH:13]=1)=[CH:11][C:10]([CH2:14][S:15]([CH3:18])(=[O:17])=[O:16])=[CH:9][C:8]=2[N+:19]([O-:21])=[O:20])=O.Cl.[CH3:23][O:24][C:25](=[O:40])[CH2:26][C@@H:27]([NH2:39])[CH2:28][S:29]CC1C=CC(OC)=CC=1>>[CH3:23][O:24][C:25](=[O:40])[CH2:26][C@@H:27]1[CH2:28][S:29][C:3]([C:5]2[NH:6][C:7]3[C:12]([CH:13]=2)=[CH:11][C:10]([CH2:14][S:15]([CH3:18])(=[O:16])=[O:17])=[CH:9][C:8]=3[N+:19]([O-:21])=[O:20])=[N:39]1 |f:1.2|. Procedure details: (5-Methanesulfonylmethyl-7-nitro-1H-indol-2-yl)-carboxylic acid methylester prepared in Step A of Preparation 44 and (R)-3-amino-4-(4-methoxy-benzylsulfanyl)-butyric acid methyl ester hydrochloride prepared in Preparation 27 were reacted according to the same procedure as Preparation 40 to give the title compound. Starting materials: FC1=C(C=C2C=C(NC2=C1)C1=CC=CC=C1)OC (6-fluoro-5-methoxy-2-phenylindole), [H-].[Na+] (sodium hydride), BrCC=1SC=C(N1)C(=O)OCC (ethyl 2-bromomethylthiazole-4-carboxylate), [Cl-].[NH4+] (ammonium chloride). The solvent is CN(C=O)C (N,N-dimethylformamide), CN(C=O)C (N,N-dimethylformamide), ClCCl.CCCCCC (dichloromethane hexane). Run at time 70 minute. Product: FC1=C(C=C2C=C(N(C2=C1)CC=1SC=C(N1)C(=O)OCC)C1=CC=CC=C1)OC (Ethyl 2-(6-fluoro-5-methoxy-2-phenylindol-1-ylmethyl)thiazole-4-carboxylate). The yield is 36.7%. As a reaction SMILES: [F:1][C:2]1[CH:10]=[C:9]2[C:5]([CH:6]=[C:7]([C:11]3[CH:16]=[CH:15][CH:14]=[CH:13][CH:12]=3)[NH:8]2)=[CH:4][C:3]=1[O:17][CH3:18].[H-].[Na+].Br[CH2:22][C:23]1[S:24][CH:25]=[C:26]([C:28]([O:30][CH2:31][CH3:32])=[O:29])[N:27]=1.[Cl-].[NH4+]>CN(C)C=O.ClCCl.CCCCCC>[F:1][C:2]1[CH:10]=[C:9]2[C:5]([CH:6]=[C:7]([C:11]3[CH:16]=[CH:15][CH:14]=[CH:13][CH:12]=3)[N:8]2[CH2:22][C:23]2[S:24][CH:25]=[C:26]([C:28]([O:30][CH2:31][CH3:32])=[O:29])[N:27]=2)=[CH:4][C:3]=1[O:17][CH3:18] |f:1.2,4.5,7.8|. Procedure details: To a solution of 6-fluoro-5-methoxy-2-phenylindole (200 mg) in N,N-dimethylformamide (4.1 mL) was added sodium hydride (dispersed in liquid paraffin, minimum 55%, 54 mg) under cooling with ice, and the mixture was stirred at room temperature for 70 minutes. Then a solution of ethyl 2-bromomethylthiazole-4-carboxylate (249 mg) in N,N-dimethylformamide (0.2 mL) was added, and the mixture was stirred at 80° C. for 25 hours. The reaction mixture was allowed to cool to ambient temperature. A saturate... Starting materials: [H-].[Na+] (sodium hydride), O (water), N1(C=NC=C1)CCCCC1=CC=C(C=C1)O (4-(4-Imidazol-1-yl-butyl)-phenol), ClCC=1N=C(OC1)C=CC1=CC=C(C=C1)S(=O)C(F)(F)F (4-chloromethyl-2-[2-(4-trifluoromethanesulfinyl-phenyl)-vinyl]-oxazole). The solvent is CN(C)C=O (DMF). Run at time 15 minute. Yields the product N1(C=NC=C1)CCCCC1=CC=C(OCC=2N=C(OC2)C=CC2=CC=C(C=C2)S(=O)C(F)(F)F)C=C1 (4-[4-(4-Imidazol-1-yl-butyl)-phenoxymethyl]-2-[2-(4-trifluoromethane-sulfinyl-phenyl)-vinyl]-oxazole). Isolated yield 64.8%. RXN SMILES: [H-].[Na+].[N:3]1([CH2:8][CH2:9][CH2:10][CH2:11][C:12]2[CH:17]=[CH:16][C:15]([OH:18])=[CH:14][CH:13]=2)[CH:7]=[CH:6][N:5]=[CH:4]1.Cl[CH2:20][C:21]1[N:22]=[C:23]([CH:26]=[CH:27][C:28]2[CH:33]=[CH:32][C:31]([S:34]([C:36]([F:39])([F:38])[F:37])=[O:35])=[CH:30][CH:29]=2)[O:24][CH:25]=1.O>CN(C=O)C>[N:3]1([CH2:8][CH2:9][CH2:10][CH2:11][C:12]2[CH:13]=[CH:14][C:15]([O:18][CH2:20][C:21]3[N:22]=[C:23]([CH:26]=[CH:27][C:28]4[CH:29]=[CH:30][C:31]([S:34]([C:36]([F:39])([F:37])[F:38])=[O:35])=[CH:32][CH:33]=4)[O:24][CH:25]=3)=[CH:16][CH:17]=2)[CH:7]=[CH:6][N:5]=[CH:4]1 |f:0.1|. Procedure details: 13.0 mg (0.50 mmol) 95% sodium hydride were given to a solution of 108 mg (0.50 mmol) 4-(4-Imidazol-1-yl-butyl)-phenol in 4.0 ml DMF and stirred for 15 min. 168 mg (0.50 mmol) 4-chloromethyl-2-[2-(4-trifluoromethanesulfinyl-phenyl)-vinyl]-oxazole were added and stirring continued overnight. After addition of 10 ml water the resulting precipitate was washed with water, 10 ml methanol/water 1:1 and with diethyl ether. The residue was purified by chromatography on silica gel (eluent: ethyl acetate/... Starting materials: ClC=1C=2N(C=C(N1)C1=CC(=C(C=C1)OC)OC)N=CC2 (4-chloro-6-(3,4-dimethoxyphenyl)pyrazolo[1,5-a]pyrazine), C[Si](C)(C)[N-][Si](C)(C)C.[Na+] (sodium bis(trimethylsilyl) amide), C1CCOC1 (THF), O[C@@H](C)[C@@H]1CC(NC1)=O ((R)-4-((S)-1-hydroxyethyl)pyrrolidin-2-one). The solvent is CN(C)C=O (DMF), CN(C)C=O (DMF). Reaction conditions: time 8 minute. Yields the product COC=1C=C(C=CC1OC)C=1N=C(C=2N(C1)N=CC2)O[C@H](C)[C@@H]2CC(NC2)=O ((R)-4-((R)-1-(6-(3,4-dimethoxyphenyl)pyrazolo[1,5-a]pyrazin-4-yloxy)ethyl)pyrrolidin-2-one). Reaction SMILES: C[Si]([N-][Si](C)(C)C)(C)C.[Na+].C1COCC1.[OH:16][C@H:17]([C@H:19]1[CH2:23][NH:22][C:21](=[O:24])[CH2:20]1)[CH3:18].Cl[C:26]1[C:27]2[N:28]([N:42]=[CH:43][CH:44]=2)[CH:29]=[C:30]([C:32]2[CH:37]=[CH:36][C:35]([O:38][CH3:39])=[C:34]([O:40][CH3:41])[CH:33]=2)[N:31]=1>CN(C=O)C>[CH3:41][O:40][C:34]1[CH:33]=[C:32]([C:30]2[N:31]=[C:26]([O:16][C@@H:17]([C@H:19]3[CH2:23][NH:22][C:21](=[O:24])[CH2:20]3)[CH3:18])[C:27]3[N:28]([N:42]=[CH:43][CH:44]=3)[CH:29]=2)[CH:37]=[CH:36][C:35]=1[O:38][CH3:39] |f:0.1|. Procedure: A solution of 1M sodium bis(trimethylsilyl) amide in THF (0.18 mL, 0.18 mmol) was added to a solution of (R)-4-((R)-1-hydroxyethyl)pyrrolidin-2-one 1.18 (22.9 mg, 0.18 mmol) in DMF (1 mL) at room temperature, forming a white precipitate. After 8 minutes, a solution of 4-chloro-6-(3,4-dimethoxyphenyl)pyrazolo[1,5-a]pyrazine 5.03 (34 mg, 0.12 mmol) in DMF (1.1 mL) was added under argon. Dark brown solution stirred at room temperature overnight. Mixture was quenched by addition of water, brine and ... Reported procedure: The title compound was prepared from 3-hydroxybenzoic acid and ethyl 6-chloro-7-fluoro-2-(trifluoromethyl)-2H-1-benzopyran-3-carboxylate (Example 183, Step 2) via a procedure similar to that described in Example 183, Steps 3 and 4. (Note: In the step similar to step 3, an additional equivalent of potassium carbonate was added.) mp 288.1-289.2° C. 1H NMR (acetone-d6/300 MHz) 7.92 (m, 2H), 7.75 (s, 1H), 7.68 (d, 1H, J=1.4 Hz), 7.62 (t, 1H, J=7.9 Hz), 7.41 (m, 1H), 6.72 (s, 1H), 5.85 (q, 1H, J=7.0 ... RXN SMILES: [OH:1][C:2]1[CH:3]=[C:4]([CH:8]=[CH:9][CH:10]=1)[C:5]([OH:7])=[O:6].[Cl:11][C:12]1[C:13](F)=[CH:14][C:15]2[O:20][CH:19]([C:21]([F:24])([F:23])[F:22])[C:18]([C:25]([O:27]CC)=[O:26])=[CH:17][C:16]=2[CH:30]=1.C(=O)([O-])[O-].[K+].[K+]>>[C:5]([C:4]1[CH:3]=[C:2]([CH:10]=[CH:9][CH:8]=1)[O:1][C:13]1[C:12]([Cl:11])=[CH:30][C:16]2[CH:17]=[C:18]([C:25]([OH:27])=[O:26])[CH:19]([C:21]([F:23])([F:24])[F:22])[O:20][C:15]=2[CH:14]=1)([OH:7])=[O:6] |f:2.3.4|. Yields the product C(=O)(O)C=1C=C(OC2=CC3=C(C=C(C(O3)C(F)(F)F)C(=O)O)C=C2Cl)C=CC1 (7-(3-Carboxyphenoxy)-6-chloro-2-(trifluoromethyl)-2H-1-benzopyran-3-carboxylic Acid). Reactants: OC=1C=C(C(=O)O)C=CC1 (3-hydroxybenzoic acid), ClC=1C(=CC2=C(C=C(C(O2)C(F)(F)F)C(=O)OCC)C1)F (ethyl 6-chloro-7-fluoro-2-(trifluoromethyl)-2H-1-benzopyran-3-carboxylate), C([O-])([O-])=O.[K+].[K+] (potassium carbonate).